From a dataset of the Open Reaction Database (ORD), a public repository of structured organic reaction records. describe an organic reaction: reactants, conditions, products, and yield Reactants: CCOC(=O)c1cn(C2CC2)c2c(OCc3ccccc3)c(F)c(F)cc2c1=O, C1CCOC1. Product: CCOC(=O)c1cn(C2CC2)c2c(O)c(F)c(F)cc2c1=O. Reaction SMILES: [CH2:1]([c:2]1[cH:3][cH:4][cH:5][cH:6][cH:7]1)[O:8][c:9]1[c:10]([F:29])[c:11]([F:28])[cH:12][c:13]2[c:14](=[O:27])[c:15]([C:22](=[O:23])[O:24][CH2:25][CH3:26])[cH:16][n:17]([CH:19]3[CH2:20][CH2:21]3)[c:18]12.[CH2:30]1[O:31][CH2:32][CH2:33][CH2:34]1>>[OH:8][c:9]1[c:10]([F:29])[c:11]([F:28])[cH:12][c:13]2[c:14](=[O:27])[c:15]([C:22](=[O:23])[O:24][CH2:25][CH3:26])[cH:16][n:17]([CH:19]3[CH2:20][CH2:21]3)[c:18]12. The reactants are B, CSC, [Na+], C1CCOC1, [OH-], N#CCS(=O)(=O)c1ccccc1. The product is NCCS(=O)(=O)c1ccccc1. RXN SMILES: [BH3:16].[CH3:13][S:14][CH3:15].[Na+:18].[O:19]1[CH2:20][CH2:21][CH2:22][CH2:23]1.[OH-:17].[c:1]1([S:7](=[O:8])(=[O:9])[CH2:10][C:11]#[N:12])[cH:2][cH:3][cH:4][cH:5][cH:6]1>>[c:1]1([S:7](=[O:8])(=[O:9])[CH2:10][CH2:11][NH2:12])[cH:2][cH:3][cH:4][cH:5][cH:6]1.